From a dataset of the Open Reaction Database (ORD), a public repository of structured organic reaction records. describe an organic reaction: reactants, conditions, products, and yield Starting materials: C=1(O)C(O)=CC=CC1 (catechol), C([O-])([O-])=O.[K+].[K+] (potassium carbonate), CN(C=O)C (N,N-dimethylformamide), FC1=C(C=C(C(=C1)[N+](=O)[O-])F)NC(C)=O (N-(2,5-difluoro-4-nitrophenyl)acetamide), CN(C=O)C (N,N-dimethylformamide). Run in O (water). Conditions: temperature 60 celsius, time 1 hour. Yields the product FC1=C(C=C(C(=C1)[N+](=O)[O-])OC1=C(C=CC=C1)O)NC(C)=O (N-[2-fluoro-5-(2-hydroxyphenoxy)-4-nitrophenyl]acetamide). The yield is 83.7%. As a reaction SMILES: [C:1]1([C:3](=[CH:5][CH:6]=[CH:7][CH:8]=1)[OH:4])[OH:2].C(=O)([O-])[O-].[K+].[K+].CN(C)C=O.[F:20][C:21]1[CH:26]=[C:25]([N+:27]([O-:29])=[O:28])[C:24](F)=[CH:23][C:22]=1[NH:31][C:32](=[O:34])[CH3:33]>O>[F:20][C:21]1[CH:26]=[C:25]([N+:27]([O-:29])=[O:28])[C:24]([O:2][C:1]2[CH:8]=[CH:7][CH:6]=[CH:5][C:3]=2[OH:4])=[CH:23][C:22]=1[NH:31][C:32](=[O:34])[CH3:33] |f:1.2.3|. Reported procedure: 1.1 g of catechol and 2.76 g of potassium carbonate were added to 20 ml of N,N-dimethylformamide, and the mixture was heated to 60° C. Into this mixture was added dropwise a solution comprising 2.16 g of N-(2,5-difluoro-4-nitrophenyl)acetamide and 10 ml of N,N-dimethylformamide at temperatures from 65 to 70° C. The temperature of the mixture was kept for 1 hour, then, the mixture was cooled to room temperature, poured into water, extracted with ethyl acetate, and the organic layer was washed wit...